This data is from the Open Reaction Database (ORD), a public repository of structured organic reaction records. The task is: describe an organic reaction: reactants, conditions, products, and yield Product: CN(CC(=O)Nc1cccc(-c2cnc(NCCN3C(=O)NC(=O)C3(C)C)nc2-c2ccc(Cl)s2)c1)C(=O)OC(C)(C)C. As a reaction SMILES: [C:32](=[O:33])([O:34][C:35]([CH3:36])([CH3:37])[CH3:38])[N:39]([CH3:40])[CH2:41][C:42](=[O:43])[OH:44].[CH2:46]([N:47]=[C:48]=[N:49][CH2:50][CH2:51][CH2:52][N:53]([CH3:54])[CH3:55])[CH3:56].[CH3:66][N:67]([CH3:68])[c:69]1[cH:70][cH:71][n:72][cH:73][cH:74]1.[CH3:78][CH2:79][O:80][C:81]([CH3:82])=[O:83].[CH:57]([N:58]([CH2:59][CH3:60])[CH:61]([CH3:62])[CH3:63])([CH3:64])[CH3:65].[Cl:75][CH2:76][Cl:77].[ClH:45].[NH2:1][c:2]1[cH:3][c:4](-[c:8]2[c:9](-[c:26]3[s:27][c:28]([Cl:31])[cH:29][cH:30]3)[n:10][c:11]([NH:14][CH2:15][CH2:16][N:17]3[C:18](=[O:25])[NH:19][C:20](=[O:24])[C:21]3([CH3:22])[CH3:23])[n:12][cH:13]2)[cH:5][cH:6][cH:7]1>>[NH:1]([c:2]1[cH:3][c:4](-[c:8]2[c:9](-[c:26]3[s:27][c:28]([Cl:31])[cH:29][cH:30]3)[n:10][c:11]([NH:14][CH2:15][CH2:16][N:17]3[C:18](=[O:25])[NH:19][C:20](=[O:24])[C:21]3([CH3:22])[CH3:23])[n:12][cH:13]2)[cH:5][cH:6][cH:7]1)[C:42]([CH2:41][N:39]([C:32](=[O:33])[O:34][C:35]([CH3:36])([CH3:37])[CH3:38])[CH3:40])=[O:43]. The reactants are CN(CC(=O)O)C(=O)OC(C)(C)C, CCN=C=NCCCN(C)C, CN(C)c1ccncc1, CCOC(C)=O, CCN(C(C)C)C(C)C, ClCCl, Cl, CC1(C)C(=O)NC(=O)N1CCNc1ncc(-c2cccc(N)c2)c(-c2ccc(Cl)s2)n1. As a reaction SMILES: [Cl:1][C:2]1[C:3]([F:10])=[C:4]([CH:7]=[CH:8][CH:9]=1)[CH:5]=O.[NH2:11]/[C:12](/[CH3:31])=[CH:13]\[C:14]([O:16][CH2:17][C:18]([CH3:30])([CH3:29])[CH2:19][N:20]([CH2:22][C:23]1[CH:28]=[CH:27][CH:26]=[CH:25][CH:24]=1)[CH3:21])=[O:15].[C:32]([O:38][CH3:39])(=[O:37])[CH2:33][C:34]([CH3:36])=O>>[CH3:31][C:12]1[NH:11][C:34]([CH3:36])=[C:33]([C:32]([O:38][CH3:39])=[O:37])[CH:5]([C:4]2[CH:7]=[CH:8][CH:9]=[C:2]([Cl:1])[C:3]=2[F:10])[C:13]=1[C:14]([O:16][CH2:17][C:18]([CH3:30])([CH3:29])[CH2:19][N:20]([CH2:22][C:23]1[CH:24]=[CH:25][CH:26]=[CH:27][CH:28]=1)[CH3:21])=[O:15]. The reactants are ClC=1C(=C(C=O)C=CC1)F (3-chloro-2-fluorobenzaldehyde), N\C(=C/C(=O)OCC(CN(C)CC1=CC=CC=C1)(C)C)\C (3-(N-benzyl-N-methylamino)-2,2-dimethylpropyl 3-aminocrotonate), C(CC(=O)C)(=O)OC (methyl acetoacetate). Yields the product CC=1NC(=C(C(C1C(=O)OCC(CN(C)CC1=CC=CC=C1)(C)C)C1=C(C(=CC=C1)Cl)F)C(=O)OC)C (3-(N-benzyl-N-methylamino)-2,2-dimethylpropyl methyl 2,6-dimethyl-4-(3-chloro-2-fluorophenyl)-1,4-dihydropyridine 3,5-dicarboxylate). Reported procedure: To a solution of 158.5 mg of 3-chloro-2-fluorobenzaldehyde were adde 291 mg or 3-(N-benzyl-N-methylamino)-2,2-dimethylpropyl 3-aminocrotonate and 116 mg of methyl acetoacetate. The mixture was refluxed overnight. The solvent was distilled off in vacuo to give a residue. The reaction was treated in the same ways as the Example 18-(iii) to give the desired product (156) which has the identical physical properties with those of the compound of the Example 18-(i). Starting materials: O.O.C(C(=O)O)(=O)O (oxalic acid dihydrate), free base, CN(C)CCC[C@@]1(C=2C=CC(=CC2CO1)C#N)C=3C=CC(=CC3)F (escitalopram). Solvent: CC(C)O (2-propanol), CC(C)O (2-propanol). Conditions: temperature 40 celsius, time 10 minute. The product is CN(C)CCC[C@@]1(C=2C=CC(=CC2CO1)C#N)C=3C=CC(=CC3)F.C(=O)(C(=O)O)O (Escitalopram Oxalate). As a reaction SMILES: O.O.[C:3]([OH:8])(=[O:7])[C:4]([OH:6])=[O:5].[CH3:9][N:10]([CH2:12][CH2:13][CH2:14][C@@:15]1([C:26]2[CH:27]=[CH:28][C:29]([F:32])=[CH:30][CH:31]=2)[O:23][CH2:22][C:21]2[CH:20]=[C:19]([C:24]#[N:25])[CH:18]=[CH:17][C:16]1=2)[CH3:11]>CC(O)C>[CH3:9][N:10]([CH2:12][CH2:13][CH2:14][C@@:15]1([C:26]2[CH:31]=[CH:30][C:29]([F:32])=[CH:28][CH:27]=2)[O:23][CH2:22][C:21]2[CH:20]=[C:19]([C:24]#[N:25])[CH:18]=[CH:17][C:16]1=2)[CH3:11].[C:4]([OH:6])([C:3]([OH:8])=[O:7])=[O:5] |f:0.1.2,5.6|. Procedure details: 100 g of the free base was dissolved in 250 mL of 2-propanol. 1 eq. of oxalic acid dihydrate was dissolved in 250 mL of warm 2-propanol and was added at 40° C. to the solution of escitalopram base. After stirring at 40° C. for 10 min the crystallization started. The mixture was then allowed to cool to room temperature and stirred for ca. 2 hours. The crystals were filtered off, rinsed on the filter with 2-propanol and dried to constant weight under vacuum at 60° C. Starting materials: [H-].[Na+] (sodium hydride), CC(=O)C1=CC(=CC(=C1)OCC2=CC=CC=C2)OCC3=CC=CC=C3 (3,5-dibenzyloxyacetophenone), [Br-].O(C1=CC=CC=C1)CCC[P+](C1=CC=CC=C1)(C1=CC=CC=C1)C1=CC=CC=C1 (3-phenoxypropyltriphenylphosphonium bromide). Run in O1CCCC1 (tetrahydrofuran), CS(=O)C (dimethylsulfoxide). Reaction conditions: time 4 hour. Product: C(C1=CC=CC=C1)OC=1C=C(C=C(C1)OCC1=CC=CC=C1)C(=CCCOC1=CC=CC=C1)C (4-(3,5-dibenzyloxyphenyl)-1-phenoxypent-3-ene). Isolated yield 75.0%. As a reaction SMILES: [CH3:1][C:2]([C:4]1[CH:9]=[C:8]([O:10][CH2:11][C:12]2[CH:17]=[CH:16][CH:15]=[CH:14][CH:13]=2)[CH:7]=[C:6]([O:18][CH2:19][C:20]2[CH:25]=[CH:24][CH:23]=[CH:22][CH:21]=2)[CH:5]=1)=O.[Br-].[O:27]([CH2:34][CH2:35][CH2:36][P+](C1C=CC=CC=1)(C1C=CC=CC=1)C1C=CC=CC=1)[C:28]1[CH:33]=[CH:32][CH:31]=[CH:30][CH:29]=1.[H-].[Na+]>O1CCCC1.CS(C)=O>[CH2:19]([O:18][C:6]1[CH:5]=[C:4]([C:2]([CH3:1])=[CH:36][CH2:35][CH2:34][O:27][C:28]2[CH:29]=[CH:30][CH:31]=[CH:32][CH:33]=2)[CH:9]=[C:8]([O:10][CH2:11][C:12]2[CH:17]=[CH:16][CH:15]=[CH:14][CH:13]=2)[CH:7]=1)[C:20]1[CH:21]=[CH:22][CH:23]=[CH:24][CH:25]=1 |f:1.2,3.4|. Reported procedure: Under a nitrogen atmosphere a mixture of 3,5-dibenzyloxyacetophenone (50.0 g., 0.15 M) in tetrahydrofuran (175 ml.) and 3-phenoxypropyltriphenylphosphonium bromide (7.18 g., 0.15 M) in dimethylsulfoxide (450 ml.) is added dropwise over 1.75 hours to a suspension of 50% sodium hydride (7.89 g., 0.165 M) (previously washed with pentane) in tetrahydrofuran (75 ml.) maintained at 0°-5° C. After stirring for 4 hours at 0°-5° C. the reaction is allowed to warm to room temperature and is then carefully...